From a dataset of the Open Reaction Database (ORD), a public repository of structured organic reaction records. describe an organic reaction: reactants, conditions, products, and yield Reactants: C, COc1cc(OCc2ccccc2)ccc1-c1nc2c(c(C3CCCCC3)nn2C)c(=O)[nH]1, [H][H], C1CCOC1, [Pd]. The product is COc1cc(O)ccc1-c1nc2c(c(C3CCCCC3)nn2C)c(=O)[nH]1. RXN SMILES: [C:36].[CH2:1]([c:2]1[cH:3][cH:4][cH:5][cH:6][cH:7]1)[O:8][c:9]1[cH:10][c:11]([O:32][CH3:33])[c:12](-[c:15]2[nH:16][c:17](=[O:31])[c:18]3[c:19]([n:20]2)[n:21]([CH3:30])[n:22][c:23]3[CH:24]2[CH2:25][CH2:26][CH2:27][CH2:28][CH2:29]2)[cH:13][cH:14]1.[H:34][H:35].[O:38]1[CH2:39][CH2:40][CH2:41][CH2:42]1.[Pd:37]>>[OH:8][c:9]1[cH:10][c:11]([O:32][CH3:33])[c:12](-[c:15]2[nH:16][c:17](=[O:31])[c:18]3[c:19]([n:20]2)[n:21]([CH3:30])[n:22][c:23]3[CH:24]2[CH2:25][CH2:26][CH2:27][CH2:28][CH2:29]2)[cH:13][cH:14]1.